This data is from the Open Reaction Database (ORD), a public repository of structured organic reaction records. The task is: describe an organic reaction: reactants, conditions, products, and yield Reactants: C(C)(C)OC1=C(C(=O)N2CC(CC2)OS(=O)(=O)C)C=C(C=C1)S(=O)(=O)C (rac-methanesulfonic acid 1-(2-isopropoxy-5-methanesulfonyl-benzoyl)-pyrrolidin-3-yl ester), CC(=O)C1=CC(=C(C=C1)O)F (3-fluoro-4-hydroxyacetophenone). Yields the product FC=1C=C(C=CC1OC1CN(CC1)C(C1=C(C=CC(=C1)S(=O)(=O)C)OC(C)C)=O)C(C)=O (rac-1-{3-Fluoro-4-[1-(2-isopropoxy-5-methanesulfonyl-benzoyl)-pyrrolidin-3-yloxy]-phenyl}-ethanone). The yield is 62.0%. RXN SMILES: [CH:1]([O:4][C:5]1[CH:22]=[CH:21][C:20]([S:23]([CH3:26])(=[O:25])=[O:24])=[CH:19][C:6]=1[C:7]([N:9]1[CH2:13][CH2:12][CH:11]([O:14]S(C)(=O)=O)[CH2:10]1)=[O:8])([CH3:3])[CH3:2].[CH3:27][C:28]([C:30]1[CH:35]=[CH:34][C:33](O)=[C:32]([F:37])[CH:31]=1)=[O:29]>>[F:37][C:32]1[CH:31]=[C:30]([C:28](=[O:29])[CH3:27])[CH:35]=[CH:34][C:33]=1[O:14][CH:11]1[CH2:12][CH2:13][N:9]([C:7](=[O:8])[C:6]2[CH:19]=[C:20]([S:23]([CH3:26])(=[O:25])=[O:24])[CH:21]=[CH:22][C:5]=2[O:4][CH:1]([CH3:3])[CH3:2])[CH2:10]1. Reported procedure: Prepared in analogy to Example 3(c) from rac-methanesulfonic acid 1-(2-isopropoxy-5-methanesulfonyl-benzoyl)-pyrrolidin-3-yl ester (Example 14(a)) and 3-fluoro-4-hydroxyacetophenone. The crude material was purified by reversed phase HPLC (acetonitrile/water) to yield the title compound as an amorphous white solid (yield 62%). MS (m/e): 464.0 (M+H+, 100%). Starting materials: O=C([O-])O, COC(=O)C(Cc1ccccc1)NC(=O)C(CC(=O)O)NC(=O)C(N)CO, Cl, [Na+], O. Product: COC(=O)C(Cc1ccccc1)NC(=O)C(CC(=O)O)NC(=O)C(N)CO. Reaction SMILES: [C:29](=[O:30])([OH:31])[O-:32].[CH3:2][O:3][C:4]([CH:5]([NH:6][C:7]([CH:8]([NH:9][C:10]([CH:11]([NH2:12])[CH2:13][OH:14])=[O:15])[CH2:16][C:17]([OH:18])=[O:19])=[O:20])[CH2:21][c:22]1[cH:23][cH:24][cH:25][cH:26][cH:27]1)=[O:28].[ClH:1].[Na+:33].[OH2:34]>>[CH3:2][O:3][C:4]([CH:5]([NH:6][C:7]([CH:8]([NH:9][C:10]([CH:11]([NH2:12])[CH2:13][OH:14])=[O:15])[CH2:16][C:17](=[O:18])[OH:19])=[O:20])[CH2:21][c:22]1[cH:23][cH:24][cH:25][cH:26][cH:27]1)=[O:28]. Isolated yield 59.8%. The reagents and catalysts are C(C)(=O)[O-].[Pd+2].C(C)(=O)[O-] (palladium acetate). RXN SMILES: Cl[C:2]1[CH:3]=[CH:4][C:5]2[N:6]([C:8]([C:11]3[S:15][C:14]4[CH:16]=[CH:17][C:18]([O:20][CH3:21])=[CH:19][C:13]=4[CH:12]=3)=[CH:9][N:10]=2)[N:7]=1.CC1(C)C2C(=C(P(C3C=CC=CC=3)C3C=CC=CC=3)C=CC=2)OC2C(P(C3C=CC=CC=3)C3C=CC=CC=3)=CC=CC1=2.C(=O)([O-])[O-].[K+].[K+].[CH3:70][O:71][C:72]1[CH:73]=[C:74]([CH:76]=[CH:77][C:78]=1[O:79][CH3:80])[NH2:75]>O1CCOCC1.C([O-])(=O)C.[Pd+2].C([O-])(=O)C>[CH3:21][O:20][C:18]1[CH:17]=[CH:16][C:14]2[S:15][C:11]([C:8]3[N:6]4[N:7]=[C:2]([NH:75][C:74]5[CH:76]=[CH:77][C:78]([O:79][CH3:80])=[C:72]([O:71][CH3:70])[CH:73]=5)[CH:3]=[CH:4][C:5]4=[N:10][CH:9]=3)=[CH:12][C:13]=2[CH:19]=1 |f:2.3.4,7.8.9|. Product: COC1=CC2=C(SC(=C2)C2=CN=C3N2N=C(C=C3)NC3=CC(=C(C=C3)OC)OC)C=C1 (3-(5-methoxybenzo[b]thiophen-2-yl)-N-(3,4-dimethoxyphenyl)imidazo[1,2-b]pyridazin-6-amine). Run at temperature 110 celsius. Run in O1CCOCC1 (dioxane). The reactants are ClC=1C=CC=2N(N1)C(=CN2)C2=CC1=C(S2)C=CC(=C1)OC (6-chloro-3-(5-methoxybenzo[b]thiophen-2-yl)imidazo[1,2-b]pyridazine), CC1(C2=C(C(=CC=C2)P(C3=CC=CC=C3)C4=CC=CC=C4)OC5=C(C=CC=C51)P(C6=CC=CC=C6)C7=CC=CC=C7)C (xantphos), C([O-])([O-])=O.[K+].[K+] (potassium carbonate), COC=1C=C(N)C=CC1OC (3,4-dimethoxyaniline). Procedure: To a solution of 6-chloro-3-(5-methoxybenzo[b]thiophen-2-yl)imidazo[1,2-b]pyridazine (80 mg, 0.254 mmol, 1.0 equiv), xantphos (29 mg, 0.0506 mmol, 0.2 equiv), palladium acetate (6 mg, 0.0254 mmol, 0.1 equiv), and potassium carbonate (700 mg, 5.06 mmol, 20 equiv) in dioxane (5.0 mL) was added 3,4-dimethoxyaniline (47 mg, 0.304 mmol, 1.1 equiv) and heated to 110° C. for 2 h. Purification by column chromatography using 2% methanol in dichloromethane elution gave 62 mg, 0.152 mmol of the yellow soli... The reactants are C(C)(=O)OC(CCCN(S(=O)(=O)C)CC=1C=C(C=CC(=O)OCC)C=CC1)CCCCC (ethyl m-[N-(4-acetoxynonyl)methanesulfonamidomethyl]cinnamate), [OH-].[Na+] (sodium hydroxide), C(C)O (ethanol). Run in O (water), O (water). Reaction conditions: time 20 hour. Yields the product OC(CCCN(S(=O)(=O)C)CC=1C=C(C=CC(=O)O)C=CC1)CCCCC (m-[N-(4-Hydroxynonyl)methanesulfonamidomethyl]cinnamic Acid). The yield is 74.0%. As a reaction SMILES: C([O:4][CH:5]([CH2:28][CH2:29][CH2:30][CH2:31][CH3:32])[CH2:6][CH2:7][CH2:8][N:9]([CH2:14][C:15]1[CH:16]=[C:17]([CH:25]=[CH:26][CH:27]=1)[CH:18]=[CH:19][C:20]([O:22]CC)=[O:21])[S:10]([CH3:13])(=[O:12])=[O:11])(=O)C.[OH-].[Na+].C(O)C>O>[OH:4][CH:5]([CH2:28][CH2:29][CH2:30][CH2:31][CH3:32])[CH2:6][CH2:7][CH2:8][N:9]([CH2:14][C:15]1[CH:16]=[C:17]([CH:25]=[CH:26][CH:27]=1)[CH:18]=[CH:19][C:20]([OH:22])=[O:21])[S:10]([CH3:13])(=[O:11])=[O:12] |f:1.2|. Procedure details: A solution composed of ethyl m-[N-(4-acetoxynonyl)methanesulfonamidomethyl]cinnamate (4.1 g., 0.0088 mole), sodium hydroxide (1.05 g., 0.026 mole), water (15 ml.), and ethanol (75 ml.) is kept at room temperature 20 hours. The reaction mixture is added to water, extracted with ether, and the aqueous layer acidified. After extraction with ethyl acetate and drying overanhydrous magnesium sulfate, the ethyl acetate is removed by evaporation in vacuo. This gives, after crystallization from 1-chlorob... As a reaction SMILES: Cl.[F:2][C:3]1[CH:9]=[C:8]([SH:10])[C:7]([F:11])=[CH:6][C:4]=1[NH2:5].[Cl:12][C:13]1[CH:14]=[C:15]([C:20]([F:23])([F:22])[F:21])[CH:16]=[CH:17][C:18]=1Cl.C(=O)([O-])[O-].[K+].[K+].O>CN(C)C=O>[F:2][C:3]1[CH:9]=[C:8]([S:10][C:18]2[CH:17]=[CH:16][C:15]([C:20]([F:23])([F:22])[F:21])=[CH:14][C:13]=2[Cl:12])[C:7]([F:11])=[CH:6][C:4]=1[NH2:5] |f:0.1,3.4.5|. The yield is 69.0%. Solvent: CN(C=O)C (dimethylformamide). Run at time 6 hour. Reported procedure: 3.00 Grams of 2,5-difluoro-4-mercaptoaniline hydrochloride, 6.60 g of 3,4-dichlorobenzotrifluoride and 4.90 g of potassium carbonate were dissolved in 30 ml of dimethylformamide, and the resulting solution was stirred for 6 hours at a temperature of from 100° to 110° C. in an oil bath. Thereafter, the reaction solution was poured into water and extracted with three 100-ml portions of diethyl ether. The extract obtained was washed with water, dried, filtered and concentrated. The residue obtained... Reactants: O (water), Cl.FC1=C(N)C=C(C(=C1)S)F (2,5-difluoro-4-mercaptoaniline hydrochloride), ClC=1C=C(C=CC1Cl)C(F)(F)F (3,4-dichlorobenzotrifluoride), C([O-])([O-])=O.[K+].[K+] (potassium carbonate). The product is FC1=C(N)C=C(C(=C1)SC1=C(C=C(C=C1)C(F)(F)F)Cl)F (2,5-difluoro-4-[2-chloro-4-(trifluoromethyl)phenylthio]aniline). Reactants: Cl (HCl), C(C)(=O)C1=CC=C(C=C1)S(=O)(=O)N (4-acetylbenzenesulfonamide), COC1=C(C=O)C=C(C(=C1)OC)C=1N(C2=CC=CC=C2C1)C (2,4-dimethoxy-5-(1-methyl-1H-indol-2-yl)benzaldehyde), C[O-].[Li+] (lithium methoxide). Solvent: CN(C)C=O (DMF), O (water). Run at time 8 hour. Yields the product COC1=C(C=C(C(=C1)OC)C=1N(C2=CC=CC=C2C1)C)C=CC(=O)C1=CC=C(C=C1)S(=O)(=O)N (4-{3-[2,4-dimethoxy-5-(1-methyl-1H-indol-2-yl)phenyl]acryloyl}benzenesulfonamide). The yield is 90.2%. As a reaction SMILES: [C:1]([C:4]1[CH:9]=[CH:8][C:7]([S:10]([NH2:13])(=[O:12])=[O:11])=[CH:6][CH:5]=1)(=[O:3])[CH3:2].[CH3:14][O:15][C:16]1[CH:23]=[C:22]([O:24][CH3:25])[C:21]([C:26]2[N:27]([CH3:35])[C:28]3[C:33]([CH:34]=2)=[CH:32][CH:31]=[CH:30][CH:29]=3)=[CH:20][C:17]=1[CH:18]=O.C[O-].[Li+].Cl>CN(C=O)C.O>[CH3:14][O:15][C:16]1[CH:23]=[C:22]([O:24][CH3:25])[C:21]([C:26]2[N:27]([CH3:35])[C:28]3[C:33]([CH:34]=2)=[CH:32][CH:31]=[CH:30][CH:29]=3)=[CH:20][C:17]=1[CH:18]=[CH:2][C:1]([C:4]1[CH:5]=[CH:6][C:7]([S:10]([NH2:13])(=[O:11])=[O:12])=[CH:8][CH:9]=1)=[O:3] |f:2.3|. Procedure: Ex-37A: To a solution of 4-acetylbenzenesulfonamide (Ex-35A, 0.20 g, 1 mmol) and 2,4-dimethoxy-5-(1-methyl-1H-indol-2-yl)benzaldehyde (Ex-15A, 0.30 g, 1 mmol) in DMF (25 ml) was added lithium methoxide (4 ml, 1.0 M in methanol). The mixture was stirred at room temperature overnight. It was poured into water (50 ml) and acidified to pH=1 with 3 N HCl. The yellow precipitate was filtered, washed with water, and dried. Crystallization from EtOAc/hexanes gave 4-{3-[2,4-dimethoxy-5-(1-methyl-1H-indol... Reactants: FC(C1=CC=C(C(=O)Cl)C=C1)(F)F (4-trifluoromethyl-benzoyl chloride), BrC1=C(SC=C1)C(N)=NO (3-bromo-thiophene-2-amidoxime). Product: BrC1=C(SC=C1)C1=NOC(=N1)C1=CC=C(C=C1)C(F)(F)F (3-(3-Bromo-thiophen-2-yl)-5-(4-trifluoromethyl-phenyl)-[1,2,4]-oxadiazole), white solid. Isolated yield 78.0%. Reaction SMILES: [F:1][C:2]([F:13])([F:12])[C:3]1[CH:11]=[CH:10][C:6]([C:7](Cl)=[O:8])=[CH:5][CH:4]=1.[Br:14][C:15]1[CH:19]=[CH:18][S:17][C:16]=1[C:20](=[N:22]O)[NH2:21]>>[Br:14][C:15]1[CH:19]=[CH:18][S:17][C:16]=1[C:20]1[N:22]=[C:7]([C:6]2[CH:10]=[CH:11][C:3]([C:2]([F:13])([F:12])[F:1])=[CH:4][CH:5]=2)[O:8][N:21]=1. Reported procedure: The title compound was prepared from 4-trifluoromethyl-benzoyl chloride (66 μL, 0.44 mmol) and 3-bromo-thiophene-2-amidoxime (98 mg, 0.44 mmol) similar to Example 16, and yielded 130 mg (78%) of white solid. 1H NMR (CDCl3): 8.34 (d, J=8.24 Hz, 2H), 7.83 (d, J=8.51 Hz, 2H), 7.52 (d, J=5.22 Hz, 1H), 7.19 (d, J=5.21 Hz, 1H).